From a dataset of the Open Reaction Database (ORD), a public repository of structured organic reaction records. describe an organic reaction: reactants, conditions, products, and yield The reactants are OC1(CCN(CC1)C)C=1C=NC2=CC=CC=C2C1 (3-(4-Hydroxy-1-methylpiperid-4-yl)quinoline), Cl (hydrogen chloride). The product is Cl.N1CCC(=CC1)C=1C=NC2=CC=CC=C2C1 (3-(1,2,3,6-Tetrahydropyrid-4-yl)quinoline hydrochloride). As a reaction SMILES: O[C:2]1([C:9]2[CH:10]=[N:11][C:12]3[C:17]([CH:18]=2)=[CH:16][CH:15]=[CH:14][CH:13]=3)[CH2:7][CH2:6][N:5](C)[CH2:4][CH2:3]1.[ClH:19]>>[ClH:19].[NH:5]1[CH2:4][CH:3]=[C:2]([C:9]2[CH:10]=[N:11][C:12]3[C:17]([CH:18]=2)=[CH:16][CH:15]=[CH:14][CH:13]=3)[CH2:7][CH2:6]1 |f:2.3|. Procedure details: This product was prepared from the compound of Example 7 and using the procedure described in Stages A and B of Example 6. The compound obtained was converted to a salt using an alcoholic solution of hydrogen chloride. Starting materials: CC(C)(N)c1nccs1, O=C(O)c1ccc(C2CC2)c(-c2cccc(Cl)c2)n1. Product: CC(C)(NC(=O)c1ccc(C2CC2)c(-c2cccc(Cl)c2)n1)c1nccs1. Reaction SMILES: [CH3:20][C:21]([NH2:22])([c:23]1[s:24][cH:25][cH:26][n:27]1)[CH3:28].[Cl:1][c:2]1[cH:3][c:4](-[c:8]2[c:9]([CH:17]3[CH2:18][CH2:19]3)[cH:10][cH:11][c:12]([C:14](=[O:15])[OH:16])[n:13]2)[cH:5][cH:6][cH:7]1>>[Cl:1][c:2]1[cH:3][c:4](-[c:8]2[c:9]([CH:17]3[CH2:18][CH2:19]3)[cH:10][cH:11][c:12]([C:14](=[O:16])[NH:22][C:21]([CH3:20])([c:23]3[s:24][cH:25][cH:26][n:27]3)[CH3:28])[n:13]2)[cH:5][cH:6][cH:7]1. Starting materials: ClC1=C(C(=O)Cl)C=CC=N1 (2-chloronicotinoyl chloride), CNC1=CC=C(C=C1)OC(F)(F)F (N-methyl-4-trifluoromethoxyaniline), S(=O)(Cl)Cl (thionyl chloride), [S-]C#N.[NH4+] (ammonium thiocyanate). Run in CC(=O)C (acetone), CN(C)C=O (DMF), CC(=O)C (acetone). Product: CN(C1=CC=C(C=C1)OC(F)(F)F)C=1SC2=C(C(N1)=O)C=CC=N2 (2-[N-methyl-N-(4-trifluoromethoxylphenyl)amino]-4H-pyrido[3,2-e]-1,3-thiazin-4-one). Isolated yield 80.6%. As a reaction SMILES: Cl[C:2]1[N:10]=[CH:9][CH:8]=[CH:7][C:3]=1[C:4](Cl)=[O:5].S(Cl)(Cl)=O.[S-:15][C:16]#[N:17].[NH4+].[CH3:19][NH:20][C:21]1[CH:26]=[CH:25][C:24]([O:27][C:28]([F:31])([F:30])[F:29])=[CH:23][CH:22]=1>CC(C)=O.CN(C=O)C>[CH3:19][N:20]([C:16]1[S:15][C:2]2[N:10]=[CH:9][CH:8]=[CH:7][C:3]=2[C:4](=[O:5])[N:17]=1)[C:21]1[CH:26]=[CH:25][C:24]([O:27][C:28]([F:29])([F:30])[F:31])=[CH:23][CH:22]=1 |f:2.3|. Reported procedure: The reaction procedure of Example 57 was followed except that 824 mg (5.23 mmol) of 2-chloronicotinoyl chloride, 10 ml of thionyl chloride, two droplets off DMF, 400 mg of ammonium thiocyanate, 10 ml of acetone, 1.0 g of N-methyl-4-trifluoromethoxyaniline and 10 ml of acetone were used. The resulting crude product was then recrystallized from ethanol to obtain 1.49 g of 2-[N-methyl-N-(4-trifluoromethoxylphenyl)amino]-4H-pyrido[3,2-e]-1,3-thiazin-4-one. Reactants: C(C1=CC=CC=C1)OC1=C(C=CC=C1)CCC=CC1=C(C=CC=C1)O (2-[4-(2-benzyloxyphenyl)-1-buten-1-yl)phenol), CC(C)([O-])C.[K+] (potassium t-butoxide), C(Br)C1CO1 (epibromohydrin). Run in CC(=O)N(C)C (dimethylacetamide). Product: C(C1=CC=CC=C1)OC1=C(C=CC=C1)CCC=CC1=C(OCC2OC2)C=CC=C1 (2-{2-[4-(2-Benzyloxyphenyl)-1-buten-1-yl]phenoxymethyl}oxirane). The yield is 85.0%. RXN SMILES: [CH2:1]([O:8][C:9]1[CH:14]=[CH:13][CH:12]=[CH:11][C:10]=1[CH2:15][CH2:16][CH:17]=[CH:18][C:19]1[CH:24]=[CH:23][CH:22]=[CH:21][C:20]=1[OH:25])[C:2]1[CH:7]=[CH:6][CH:5]=[CH:4][CH:3]=1.[CH3:26][C:27](C)([O-:29])[CH3:28].[K+].C(C1OC1)Br>CC(N(C)C)=O>[CH2:1]([O:8][C:9]1[CH:14]=[CH:13][CH:12]=[CH:11][C:10]=1[CH2:15][CH2:16][CH:17]=[CH:18][C:19]1[CH:24]=[CH:23][CH:22]=[CH:21][C:20]=1[O:25][CH2:26][CH:27]1[CH2:28][O:29]1)[C:2]1[CH:3]=[CH:4][CH:5]=[CH:6][CH:7]=1 |f:1.2|. Reported procedure: Following a procedure similar to that described in Example 1(a), 330 mg of 2-[4-(2-benzyloxyphenyl)-1-buten-1-yl)phenol (prepared as described in Preparation 14), 124 mg of potassium t-butoxide and 151 mg of epibromohydrin were reacted in 10 ml of dimethylacetamide. The crude product, extracted as described in Example 1(a), was purified as described in Example 1(a), to give 328 mg (yield 85%) of the title compound as a colorless oil. Starting materials: O=S(=O)(Cl)c1ccc(F)cc1, Cc1ccc(C#N)c(N)c1, O, c1ccncc1. The product is Cc1ccc(C#N)c(NS(=O)(=O)c2ccc(F)cc2)c1. As a reaction SMILES: [F:11][c:12]1[cH:13][cH:14][c:15]([S:18](=[O:19])(=[O:20])[Cl:21])[cH:16][cH:17]1.[NH2:1][c:2]1[c:3]([C:4]#[N:5])[cH:6][cH:7][c:8]([CH3:10])[cH:9]1.[OH2:22].[cH:23]1[cH:24][cH:25][n:26][cH:27][cH:28]1>>[NH:1]([c:2]1[c:3]([C:4]#[N:5])[cH:6][cH:7][c:8]([CH3:10])[cH:9]1)[S:18]([c:15]1[cH:14][cH:13][c:12]([F:11])[cH:17][cH:16]1)(=[O:19])=[O:20]. Starting materials: CS(=O)(=O)C(C)(C)C=1C=C2C=CC=NC2=C(C1)C=1C=C(C=CC1)C(C)N(C(C1=CC=CC=C1)=O)C1=CC=C(C=C1)S(=O)(=O)C (N-(1-{3-[6-(1-Methanesulfonyl-1-methyl-ethyl)-quinolin-8-yl]-phenyl}-ethyl)-N-(4-methanesulfonyl-phenyl)-benzamide), ClC=1C=C(C=CC1Cl)S(=O)(=O)Cl (3,4-dichloro-benzenesulfonyl chloride). Run in C(=O)(O)[O-].[Na+] (NaHCO3), N1=CC=CC=C1 (pyridine). RXN SMILES: [CH3:1][S:2]([C:5]([C:8]1[CH:9]=[C:10]2[C:15](=[C:16]([C:18]3[CH:19]=[C:20]([CH:24]([N:26]([C:35]4[CH:40]=[CH:39][C:38]([S:41]([CH3:44])(=O)=O)=[CH:37][CH:36]=4)C(=O)C4C=CC=CC=4)[CH3:25])[CH:21]=[CH:22][CH:23]=3)[CH:17]=1)[N:14]=[CH:13][CH:12]=[CH:11]2)([CH3:7])[CH3:6])(=[O:4])=[O:3].[Cl:45][C:46]1[CH:47]=[C:48]([S:53](Cl)(=[O:55])=[O:54])[CH:49]=[CH:50][C:51]=1[Cl:52]>N1C=CC=CC=1.C([O-])(O)=O.[Na+]>[Cl:45][C:46]1[CH:47]=[C:48]([S:53]([N:26]([CH:24]([C:20]2[CH:21]=[CH:22][CH:23]=[C:18]([C:16]3[CH:17]=[C:8]([C:5]([S:2]([CH3:1])(=[O:4])=[O:3])([CH3:7])[CH3:6])[CH:9]=[C:10]4[C:15]=3[N:14]=[CH:13][CH:12]=[CH:11]4)[CH:19]=2)[CH3:25])[C:35]2[CH:36]=[CH:37][C:38]([S:41][CH3:44])=[CH:39][CH:40]=2)(=[O:55])=[O:54])[CH:49]=[CH:50][C:51]=1[Cl:52] |f:3.4|. Procedure details: To solution of (1-{3-[6-(1-Methanesulfonyl-1-methyl-ethyl)-quinolin-8-yl]-phenyl}-ethyl)-(4-methylsulfanyl-phenyl)-amine from EXAMPLE 44 (Step 1) (1.0 eq) in pyridine (0.38M) was added 3,4-dichloro-benzenesulfonyl chloride (3.2 eq). The resulting mixture was stirred at 80° C. for 12 h, cooled to room temperature, poured in saturated aqueous NaHCO3 and extracted with EtOAc (2×). The combined organic extracts were washed with brine, dried over MgSO4, filtered and concentrated. Flash chromatography... Yields the product ClC=1C=C(C=CC1Cl)S(=O)(=O)N(C1=CC=C(C=C1)SC)C(C)C1=CC(=CC=C1)C=1C=C(C=C2C=CC=NC12)C(C)(C)S(=O)(=O)C (3,4-Dichloro-N-(1-{3-[6-(1-methanesulfonyl-1-methyl-ethyl)-quinolin-8-yl]-phenyl}-ethyl)-N-(4-methylsulfanyl-phenyl)-benzenesulfonamide). Conditions: temperature 80 celsius, time 12 hour.